From a dataset of the Open Reaction Database (ORD), a public repository of structured organic reaction records. describe an organic reaction: reactants, conditions, products, and yield The reactants are CC1=C(C(NC(=C1)C)=O)CNC(=O)C=1C=2C(=CN(C2C=C(C1)C=1C=NC(=CC1)C=O)C(C)C)C (N-((4,6-dimethyl-2-oxo-1,2-dihydropyridin-3-yl)methyl)-6-(6-formylpyridin-3-yl)-1-isopropyl-3-methyl-1H-indole-4-carboxamide), N1CCCC1 (pyrrolidine), [BH4-].[Na+] (sodium borohydride), S(=O)(=O)([O-])[O-].[Na+].[Na+] (sodium sulfate). The solvent is C(Cl)Cl (DCM), CO (methanol). Conditions: temperature 45 celsius, time 2 hour. Yields the product CC1=C(C(NC(=C1)C)=O)CNC(=O)C=1C=2C(=CN(C2C=C(C1)C=1C=NC(=CC1)CN1CCCC1)C(C)C)C (N-((4,6-dimethyl-2-oxo-1,2-dihydropyridin-3-yl)methyl)-1-isopropyl-3-methyl-6-(6-(pyrrolidin-1-ylmethyl)pyridin-3-yl)-1H-indole-4-carboxamide). As a reaction SMILES: [CH3:1][C:2]1[CH:7]=[C:6]([CH3:8])[NH:5][C:4](=[O:9])[C:3]=1[CH2:10][NH:11][C:12]([C:14]1[C:15]2[C:16]([CH3:34])=[CH:17][N:18]([CH:31]([CH3:33])[CH3:32])[C:19]=2[CH:20]=[C:21]([C:23]2[CH:24]=[N:25][C:26]([CH:29]=O)=[CH:27][CH:28]=2)[CH:22]=1)=[O:13].[NH:35]1[CH2:39][CH2:38][CH2:37][CH2:36]1.S([O-])([O-])(=O)=O.[Na+].[Na+].[BH4-].[Na+]>C(Cl)Cl.CO>[CH3:1][C:2]1[CH:7]=[C:6]([CH3:8])[NH:5][C:4](=[O:9])[C:3]=1[CH2:10][NH:11][C:12]([C:14]1[C:15]2[C:16]([CH3:34])=[CH:17][N:18]([CH:31]([CH3:33])[CH3:32])[C:19]=2[CH:20]=[C:21]([C:23]2[CH:24]=[N:25][C:26]([CH2:29][N:35]3[CH2:39][CH2:38][CH2:37][CH2:36]3)=[CH:27][CH:28]=2)[CH:22]=1)=[O:13] |f:2.3.4,5.6|. Reported procedure: To a solution of N-((4,6-dimethyl-2-oxo-1,2-dihydropyridin-3-yl)methyl)-6-(6-formylpyridin-3-yl)-1-isopropyl-3-methyl-1H-indole-4-carboxamide (100 mg, 0.219 mmol), in DCM (10 mL) and methanol (2 mL) was added pyrrolidine (0.035 mL, 0.438 mmol), followed by sodium sulfate (31.1 mg, 0.219 mmol). The reaction stirred at rt for 12 h, at which time sodium borohydride (16.57 mg, 0.438 mmol) was added and the reaction stirred rt for 2 h and 45° C. for 2 h. The reaction was quenched with water and extra...